Dataset: the Open Reaction Database (ORD), a public repository of structured organic reaction records. Task: describe an organic reaction: reactants, conditions, products, and yield Reactants: N1(C=NC=C1)C/C=C/C1=CC(=C(C(=O)N[C@H](C(=O)OC(C)(C)C)CCSC)C=C1)C1=CC=C(C=C1)F (tert-butyl (2S)-2-{4-[(E)-3-(imidazol-1-yl)prop-1-en-1-yl]-2-(4-fluorophenyl)benzamido}-4-methylsulfanylbutyrate), C(=O)(C(F)(F)F)O (TFA). Solvent: ClCCl (dichloromethane). Run at time 1 hour. Yields the product N1(C=NC=C1)C/C=C/C1=CC(=C(C(=O)N[C@H](C(=O)O)CCSC)C=C1)C1=CC=C(C=C1)F ((2S)-2-{4-[(E)-3-(Imidazol-1-yl)prop-1-en-1-yl]-2-(4-fluorophenyl)benzamido}-4-methylsulfanylbutyric Acid). The yield is 40.0%. As a reaction SMILES: [N:1]1([CH2:6]/[CH:7]=[CH:8]/[C:9]2[CH:29]=[CH:28][C:12]([C:13]([NH:15][C@@H:16]([CH2:24][CH2:25][S:26][CH3:27])[C:17]([O:19]C(C)(C)C)=[O:18])=[O:14])=[C:11]([C:30]3[CH:35]=[CH:34][C:33]([F:36])=[CH:32][CH:31]=3)[CH:10]=2)[CH:5]=[CH:4][N:3]=[CH:2]1.C(O)(C(F)(F)F)=O>ClCCl>[N:1]1([CH2:6]/[CH:7]=[CH:8]/[C:9]2[CH:29]=[CH:28][C:12]([C:13]([NH:15][C@@H:16]([CH2:24][CH2:25][S:26][CH3:27])[C:17]([OH:19])=[O:18])=[O:14])=[C:11]([C:30]3[CH:31]=[CH:32][C:33]([F:36])=[CH:34][CH:35]=3)[CH:10]=2)[CH:5]=[CH:4][N:3]=[CH:2]1. Procedure details: A solution of tert-butyl (2S)-2-{4-[(E)-3-(imidazol-1-yl)prop-1-en-1-yl]-2-(4-fluorophenyl)benzamido}-4-methylsulfanylbutyrate (0.2 g; 0.4 mmol) in dichloromethane (2 ml) was treated at 0° C. with TFA (2 ml). The mixture was allowed to warm to ambient temperature and stirred for 1 hour. After evaporation of the solvent, the residue was taken up with distilled water (5 ml); the pH was adjusted to 6 with NH4OH and the solution was purified on reverse phase silica eluting with methanol/ammonium car... The reactants are oil, COC(C1=C(C=C(C=C1)COC1=C(C=C(C=C1Br)C(NCCCCCCCCC1=CC=CC=C1)=O)C1=CC(=CC=C1)C(F)(F)F)OC)=O (4-[3-Bromo-5-(8-phenyl-octylcarbamoyl)-3′-trifluoromethyl-biphenyl-2-yloxymethyl]-2-methoxy-benzoic acid methyl ester), [K+].[Br-] (KBr). The product is COC(C1=C(C=C(C=C1)COC1=C(C=C(C=C1Br)C(NCCCCCCCCC1=CC=CC=C1)=O)C1=CC(=CC=C1)C(F)(F)F)O)=O (4-[3-Bromo-5-(8-phenyl-octylcarbamoyl)-3′-trifluoromethyl-biphenyl-2-yloxymethyl]-2-hydoxy-benzoic acid methyl ester). RXN SMILES: [CH3:1][O:2][C:3](=[O:48])[C:4]1[CH:9]=[CH:8][C:7]([CH2:10][O:11][C:12]2[C:17]([Br:18])=[CH:16][C:15]([C:19](=[O:35])[NH:20][CH2:21][CH2:22][CH2:23][CH2:24][CH2:25][CH2:26][CH2:27][CH2:28][C:29]3[CH:34]=[CH:33][CH:32]=[CH:31][CH:30]=3)=[CH:14][C:13]=2[C:36]2[CH:41]=[CH:40][CH:39]=[C:38]([C:42]([F:45])([F:44])[F:43])[CH:37]=2)=[CH:6][C:5]=1[O:46]C.[K+].[Br-]>>[CH3:1][O:2][C:3](=[O:48])[C:4]1[CH:9]=[CH:8][C:7]([CH2:10][O:11][C:12]2[C:17]([Br:18])=[CH:16][C:15]([C:19](=[O:35])[NH:20][CH2:21][CH2:22][CH2:23][CH2:24][CH2:25][CH2:26][CH2:27][CH2:28][C:29]3[CH:30]=[CH:31][CH:32]=[CH:33][CH:34]=3)=[CH:14][C:13]=2[C:36]2[CH:41]=[CH:40][CH:39]=[C:38]([C:42]([F:45])([F:44])[F:43])[CH:37]=2)=[CH:6][C:5]=1[OH:46] |f:1.2|. Procedure details: The title compound was prepared as a light yellow oil (0.361 g, 37%) from 4-[3-Bromo-5-(8-phenyl-octylcarbamoyl)-3′-trifluoromethyl-biphenyl-2-yloxymethyl]-2-methoxy-benzoic acid methyl ester using a procedure similar to Example 200. 1H NMR (DMSO-d6) δ10.45 (s, 1H); 8.59 (bt, 1H); 8.18 (d, 1H); 7.90-7.58 (m, 6H); 7.25-7.10 (m, 5H); 6.70-6.60 (m, 2H); 4.60 (s, 2H); 3.88 (s, 3H); 3.24 (dd, 2H); 2.52 (t, 2H); 1.50 (m, 4H); 1.25 (m, 8H); IR (KBr) 3400, 2950, 2850, 1685, 1620, 1550, 1440, 1400, 1180,... Reactants: C=C(C)c1cc(C)c2oc(-c3ccc(NC(=O)CN4CCN(c5ccc(C(F)(F)F)cc5)CC4)cc3)nc2c1, Cc1cc(C#N)cc2nc(-c3ccc(N)cc3)oc12. The product is Cc1cc(C(C)C)cc2nc(-c3ccc(NC(=O)CN4CCN(c5ccc(C(F)(F)F)cc5)CC4)cc3)oc12. Reaction SMILES: [C:1](=[CH2:2])([CH3:3])[c:4]1[cH:5][c:6]([CH3:39])[c:7]2[c:8]([n:9][c:10](-[c:12]3[cH:13][cH:14][c:15]([NH:18][C:19]([CH2:20][N:21]4[CH2:22][CH2:23][N:24]([c:27]5[cH:28][cH:29][c:30]([C:33]([F:34])([F:35])[F:36])[cH:31][cH:32]5)[CH2:25][CH2:26]4)=[O:37])[cH:16][cH:17]3)[o:11]2)[cH:38]1.[NH2:40][c:41]1[cH:42][cH:43][c:44](-[c:45]2[o:46][c:47]3[c:48]([CH3:49])[cH:50][c:51]([C:52]#[N:53])[cH:54][c:55]3[n:56]2)[cH:57][cH:58]1>>[CH:1]([CH3:2])([CH3:3])[c:4]1[cH:5][c:6]([CH3:39])[c:7]2[c:8]([n:9][c:10](-[c:12]3[cH:13][cH:14][c:15]([NH:18][C:19]([CH2:20][N:21]4[CH2:22][CH2:23][N:24]([c:27]5[cH:28][cH:29][c:30]([C:33]([F:34])([F:35])[F:36])[cH:31][cH:32]5)[CH2:25][CH2:26]4)=[O:37])[cH:16][cH:17]3)[o:11]2)[cH:38]1. Reactants: C(CC)[Mg]Cl (n-PrMgCl), C1CCOC1 (THF), CC1=CC(CC1)=O (3-Methyl-2-cyclopentenone), C(CC)[Mg]Cl (PrMgCl), CC1=CC(CC1)=O (3-methyl-2-cyclopentenone). The solvent is C(C)(=O)O (acetic acid), C(C)(=O)O (acetic acid). Conditions: temperature -10 celsius. Product: CC1=CC(=CC1)CCC (1-methyl-3-n-propylcyclopentadiene), C(CC)C1(C=C(CC1)C)O (1-propyl-3-methyl-2-cyclopenten-1-ol). RXN SMILES: [CH2:1]([Mg]Cl)[CH2:2][CH3:3].[CH2:6]1[CH2:10]OC[CH2:7]1.[CH3:11][C:12]1[CH2:16][CH2:15][C:14](=[O:17])[CH:13]=1>C(O)(=O)C>[CH3:3][C:2]1[CH2:1][CH:11]=[C:12]([CH2:13][CH2:14][CH3:15])[CH:16]=1.[CH2:7]([C:14]1([OH:17])[CH2:15][CH2:16][C:12]([CH3:11])=[CH:13]1)[CH2:6][CH3:10]. Procedure: n-PrMgCl (2.0M in Et2O, 20 ml, 40 mmol) and THF (10 ml) were charged under nitrogen into a 100 ml, 3-necked, round-bottom flask equipped with a thermometer, magnetic stirring bar, and an addition funnel. The mixture was cooled to -10° C. in an ice/acetone bath. 3-Methyl-2-cyclopentenone (97%, 3.6 g, 36.4 mmol) was added into the PrMgCl at -10° to -5° C. over a period of 20 minutes. The reaction mixture was slowly warmed to 22° C. over a period of one hour. GC analysis of a small acidified sample... The reactants are CCOC(=O)C(CCc1ccccc1[N+](=O)[O-])NC(=O)OC(C)(C)C, CCO. Product: CCOC(=O)C(CCc1ccccc1N)NC(=O)OC(C)(C)C. RXN SMILES: [C:1]([CH3:2])([CH3:3])([CH3:4])[O:5][C:6](=[O:7])[NH:8][CH:9]([C:10](=[O:11])[O:12][CH2:13][CH3:14])[CH2:15][CH2:16][c:17]1[c:18]([N+:23]([O-:24])=[O:25])[cH:19][cH:20][cH:21][cH:22]1.[CH3:26][CH2:27][OH:28]>>[C:1]([CH3:2])([CH3:3])([CH3:4])[O:5][C:6](=[O:7])[NH:8][CH:9]([C:10](=[O:11])[O:12][CH2:13][CH3:14])[CH2:15][CH2:16][c:17]1[c:18]([NH2:23])[cH:19][cH:20][cH:21][cH:22]1.